Task: describe an organic reaction: reactants, conditions, products, and yield. Dataset: the Open Reaction Database (ORD), a public repository of structured organic reaction records The reactants are BrCC(=O)N(C1=CC=CC=C1)C(C)C (2-bromo-N-isopropyl-N-phenyl-acetamide), C1(CCCCC1)C1=NN=C2CC(N(C3=C(N12)C=CC=C3)CC(=O)N(C=3C=NC(=CC3)OC)C(C)C)=O (2-(1-cyclohexyl-5-oxo-4,5-dihydro-2,3,6,10b-tetraaza-benzo[e]azulen-6-yl)-N-isopropyl-N-(6-methoxy-pyridin-3-yl)-acetamide), C1(CCCCC1)C1=NN=C2CC(NC3=C(N12)C=CC=C3)=O (1-cyclohexyl-4H,6H-2,3,6,10b-tetraaza-benzo[e]azulen-5-one), 4(B). The product is C1(CCCCC1)C1=NN=C2CC(N(C3=C(N12)C=CC=C3)CC(=O)N(C3=CC=CC=C3)C(C)C)=O (2-(1-cyclohexyl-5-oxo-4,5-dihydro-2,3,6,10b-tetraaza-benzo[e]azulen-6-yl)-N-isopropyl-N-phenyl-acetamide). RXN SMILES: [CH:1]1([C:7]2[N:16]3[C:10]([CH2:11][C:12](=[O:36])[N:13]([CH2:21][C:22]([N:24]([CH:33]([CH3:35])[CH3:34])[C:25]4[CH:26]=N[C:28](OC)=[CH:29][CH:30]=4)=[O:23])[C:14]4[CH:20]=[CH:19][CH:18]=[CH:17][C:15]=43)=[N:9][N:8]=2)[CH2:6][CH2:5][CH2:4][CH2:3][CH2:2]1.[CH:37]1(C2N3C(CC(=O)NC4C=CC=CC=43)=NN=2)CCCCC1.BrCC(N(C(C)C)C1C=CC=CC=1)=O>>[CH:1]1([C:7]2[N:16]3[C:10]([CH2:11][C:12](=[O:36])[N:13]([CH2:21][C:22]([N:24]([CH:33]([CH3:34])[CH3:35])[C:25]4[CH:30]=[CH:29][CH:28]=[CH:37][CH:26]=4)=[O:23])[C:14]4[CH:20]=[CH:19][CH:18]=[CH:17][C:15]=43)=[N:9][N:8]=2)[CH2:6][CH2:5][CH2:4][CH2:3][CH2:2]1. Procedure: Following the procedure described for Preparation 8(A), 1-cyclohexyl-4H,6H-2,3,6,10b-tetraaza-benzo[e]azulen-5-one (Preparation 4(B) (640 mg, 0.226 mmol) was alkylated with 2-bromo-N-isopropyl-N-phenyl-acetamide (Preparation 1 (A)) (580 mg, 0.226 mmol). Purification by medium pressure chromatography eluting with a solvent gradient (CH2Cl2 to 4% MeOH in CH2Cl2) provided 668 mg of 2-(1-cyclohexyl-5-oxo-4,5-dihydro-2,3,6,10b-tetraaza-benzo[e]azulen-6-yl)-N-isopropyl-N-phenyl-acetamide. 1H NMR (CDCl... Reactants: C(=O)[O-].[NH4+] (ammonium formate), S(=O)(=O)([O-])OOS(=O)(=O)[O-].[NH4+].[NH4+] (ammonium persulfate), BrC(SC1=NN(C=N1)C(N(CC)CC)=O)(F)F (3-(bromodifluoromethylthio)-1-(N,N-diethylcarbamoyl)-1,2,4-triazole). Solvent: CN(C=O)C (N,N-dimethylformamide), O (water). Run at temperature 50 celsius. Yields the product C(C)N(C(=O)N1N=C(N=C1)SC(F)F)CC (1-(N,N-diethylcarbamoyl)-3-(difluoromethylthio)-1,2,4-triazole). The yield is 87.2%. RXN SMILES: Br[C:2]([F:17])([F:16])[S:3][C:4]1[N:8]=[CH:7][N:6]([C:9](=[O:15])[N:10]([CH2:13][CH3:14])[CH2:11][CH3:12])[N:5]=1.C([O-])=O.[NH4+].S(OOS([O-])(=O)=O)([O-])(=O)=O.[NH4+].[NH4+]>CN(C)C=O.O>[CH2:13]([N:10]([CH2:11][CH3:12])[C:9]([N:6]1[CH:7]=[N:8][C:4]([S:3][CH:2]([F:16])[F:17])=[N:5]1)=[O:15])[CH3:14] |f:1.2,3.4.5|. Procedure: To a stirred solution of 10.7 g (0.033 mol) 3-(bromodifluoromethylthio)-1-(N,N-diethylcarbamoyl)-1,2,4-triazole, prepared as in Example 1, step (c), in 25 ml N,N-dimethylformamide, was added 4.11 g (0.065 mol) ammonium formate and 2.24 g (0.01 mol) ammonium persulfate and the mixture was heated at 50° C. for 2.5 h. The reaction mixture was then diluted with 100 ml water and extracted with ether (3×100 ml). The combined resulting organic layers were washed with water, dried over MgSO4 and evapora... Starting materials: [OH-].[Na+] (sodium hydroxide), Cl(=O)(=O)(=O)O (Perchloric acid), OC(CCCC(=O)O)CC (5-hydroxyheptanoic acid), C(C)C1CCCC(O1)=O (6-ethyltetrahydro-2H-pyran-2-one), C(C)OC(OCC)OCC (triethylorthoformate), C(C)OC(OCC)OCC (triethylorthoformate), S(O)(O)(=O)=O (sulfuric acid). The solvent is C(C)O (ethanol), C(C)O (ethanol). Run at time 4 hour. The product is C(C)OC(CCCC(=O)OCC)CC (Ethyl 5-ethoxyheptanoate). RXN SMILES: [OH:1][CH:2]([CH2:9][CH3:10])[CH2:3][CH2:4][CH2:5][C:6]([OH:8])=[O:7].[CH2:11](C1OC(=O)CCC1)[CH3:12].[CH2:20](OC(OCC)OCC)[CH3:21].Cl(O)(=O)(=O)=O.[OH-].[Na+].S(=O)(=O)(O)O>C(O)C>[CH2:11]([O:1][CH:2]([CH2:9][CH3:10])[CH2:3][CH2:4][CH2:5][C:6]([O:8][CH2:20][CH3:21])=[O:7])[CH3:12] |f:4.5|. Procedure: A mixture of 400 g 5-hydroxyheptanoic acid and 6-ethyltetrahydro-2H-pyran-2-one (400 g) is added to the reaction vessel containing ethanol (4000 ml) and triethylorthoformate (4000 ml). Perchloric acid (160 ml) is slowly added. The mixture is stirred at room temperature for 4 hours, after which time sodium hydroxide pellets (230 g) are added to stop the reaction. Once the sulfuric acid has been neutralized the ethanol and triethylorthoformate are removed under vacuum. The residue is partitioned b... Reaction conditions: time 4 hour. Product: OC1CCCC=2C(=CC=CC12)C(=O)OCC (ethyl 1-hydroxy-1,2,3,4-tetrahydro-5-naphthoate). Reported procedure: To 200 ml. of ethanol is added 10.9 g. of ethyl 1,2,3,4-tetrahydro-1-oxo-5-naphthoate and while the solution is stirred at room temperature, 950 mg. of sodium borohydride is added. The mixture is stirred for 4 hours, after which 2 ml. of acetone is added. The mixture is further stirred for 30 minutes and, then, the solvent is distilled off under reduced pressure. Following the addition of 30 ml. of 2N hydrochloric acid, the residue is extracted with ethyl ether. The organic layer is washed with ... The solvent is CC(=O)C (acetone). The reactants are C(C)O (ethanol), O=C1CCCC=2C(=CC=CC12)C(=O)OCC (ethyl 1,2,3,4-tetrahydro-1-oxo-5-naphthoate), [BH4-].[Na+] (sodium borohydride). As a reaction SMILES: C(O)C.[O:4]=[C:5]1[C:14]2[CH:13]=[CH:12][CH:11]=[C:10]([C:15]([O:17][CH2:18][CH3:19])=[O:16])[C:9]=2[CH2:8][CH2:7][CH2:6]1.[BH4-].[Na+]>CC(C)=O>[OH:4][CH:5]1[C:14]2[CH:13]=[CH:12][CH:11]=[C:10]([C:15]([O:17][CH2:18][CH3:19])=[O:16])[C:9]=2[CH2:8][CH2:7][CH2:6]1 |f:2.3|. Starting materials: CC(=O)O, [Fe], O=C1NC(=O)c2cc(Oc3ccc([N+](=O)[O-])cc3)ccc21, O. Yields the product Nc1ccc(Oc2ccc3c(c2)C(=O)NC3=O)cc1. As a reaction SMILES: [C:22]([OH:23])(=[O:24])[CH3:25].[Fe:27].[N+:1]([O-:2])(=[O:3])[c:4]1[cH:5][cH:6][c:7]([O:8][c:9]2[cH:10][c:11]3[c:15]([cH:16][cH:17]2)[C:14](=[O:18])[NH:13][C:12]3=[O:19])[cH:20][cH:21]1.[OH2:26]>>[NH2:1][c:4]1[cH:5][cH:6][c:7]([O:8][c:9]2[cH:10][c:11]3[c:15]([cH:16][cH:17]2)[C:14](=[O:18])[NH:13][C:12]3=[O:19])[cH:20][cH:21]1. The reactants are ClCCl, CC(C)(C)OC(=O)N1CC(NC(=O)CNc2nccc3ccc(C(F)(F)C(F)(F)F)cc23)C1, O=C(O)C(F)(F)F. The product is O=C(CNc1nccc2ccc(C(F)(F)C(F)(F)F)cc12)NC1CNC1. RXN SMILES: [Cl:41][CH2:42][Cl:43].[F:1][C:2]([C:3]([F:4])([F:5])[F:6])([c:7]1[cH:8][cH:9][c:10]2[cH:11][cH:12][n:13][c:14]([NH:17][CH2:18][C:19](=[O:20])[NH:21][CH:22]3[CH2:23][N:24]([C:26]([O:27][C:28]([CH3:29])([CH3:30])[CH3:31])=[O:32])[CH2:25]3)[c:15]2[cH:16]1)[F:33].[F:34][C:35]([F:36])([F:37])[C:38]([OH:39])=[O:40]>>[F:1][C:2]([C:3]([F:4])([F:5])[F:6])([c:7]1[cH:8][cH:9][c:10]2[cH:11][cH:12][n:13][c:14]([NH:17][CH2:18][C:19](=[O:20])[NH:21][CH:22]3[CH2:23][NH:24][CH2:25]3)[c:15]2[cH:16]1)[F:33]. Reactants: CC1(CC=2C(=C(SC2C(F)(F)F)C(C)=O)CC1)C (1-(5,5-dimethyl-3-trifluoromethyl-4,5,6,7-tetrahydro-benzo[c]thiophen-1-yl)-ethanone), C(C)C1=C(C(=CC(=C1)C=O)C)C=CC(=O)O (3-(2-ethyl-4-formyl-6-methyl-phenyl)-acrylic acid), Cl (HCl), C(C)O (ethanol). Run in C(C)(C)O (isopropanol), C(=O)(O)[O-].[Na+] (NaHCO3). Conditions: temperature 65 celsius, time 64 hour. The product is C(C)OC(C=CC1=C(C=C(C=C1C)C=CC(=O)C=1SC(=C2C1CCC(C2)(C)C)C(F)(F)F)CC)=O (3-{4-[3-(5,5-dimethyl-3-trifluoromethyl-4,5,6,7-tetrahydro-benzo[c]thiophen-1-yl)-3-oxo-propenyl]-2-ethyl-6-methyl-phenyl}-acrylic acid ethyl ester). Reaction SMILES: [CH3:1][C:2]1([CH3:18])[CH2:17][CH2:16][C:5]2=[C:6]([C:13](=[O:15])[CH3:14])[S:7][C:8]([C:9]([F:12])([F:11])[F:10])=[C:4]2[CH2:3]1.[CH2:19]([C:21]1[CH:26]=[C:25]([CH:27]=O)[CH:24]=[C:23]([CH3:29])[C:22]=1[CH:30]=[CH:31][C:32]([OH:34])=[O:33])[CH3:20].Cl.[CH2:36](O)[CH3:37]>C(O)(C)C.C([O-])(O)=O.[Na+]>[CH2:36]([O:34][C:32](=[O:33])[CH:31]=[CH:30][C:22]1[C:23]([CH3:29])=[CH:24][C:25]([CH:27]=[CH:14][C:13]([C:6]2[S:7][C:8]([C:9]([F:12])([F:10])[F:11])=[C:4]3[CH2:3][C:2]([CH3:18])([CH3:1])[CH2:17][CH2:16][C:5]=23)=[O:15])=[CH:26][C:21]=1[CH2:19][CH3:20])[CH3:37] |f:5.6|. Procedure details: A solution of 1-(5,5-dimethyl-3-trifluoromethyl-4,5,6,7-tetrahydro-benzo[c]thiophen-1-yl)-ethanone (500 mg, 1.81 mmol) and 3-(2-ethyl-4-formyl-6-methyl-phenyl)-acrylic acid (395 mg, 1.81 mmol) in ethanol (25 mL) is treated with 5 N HCl in isopropanol (15 mL). The orange brown reaction mixture is stirred at 65° C. for 64 h. The mixture is diluted with sat. aq. NaHCO3 solution and extracted twice with EA. The organic extracts are washed with sat. NaHCO3 solution, dried over MgSO4, filtered and the...